This data is from the Open Reaction Database (ORD), a public repository of structured organic reaction records. The task is: describe an organic reaction: reactants, conditions, products, and yield Yields the product BrC1=CC(=C(C(=C1)F)C(C(=O)OC)C)F (methyl 2-(4-bromo-2,6-difluorophenyl)propionate). Run in CO (methanol). Yield: 69.8%. Reactants: NC1=CC(=C(C(=C1)F)C(C(=O)OC)C)F (methyl 2-(4-amino-2,6-difluorophenyl)propionate), Br (hydrobromic acid), N(=O)[O-].[Na+] (sodium nitrite), CuBr, S(O)(O)(=O)=O (sulfuric acid), ( i ), Cl (hydrochloric acid). Procedure details: A solution of compound (29b) (6.7 g, 31.3 mmol) in 40% hydrobromic acid (18.4 mL, 125 mmol) was treated with an aqueous solution (38 mL) of sodium nitrite (2.4 g, 33.8 mmol), CuBr (2.5 g, 17.5 mmol), and 96% sulfuric acid (0.1 mL) in the same manner as in (i) above. The obtained product was further dissolved in methanol (100 mL), and a catalytic amount of concentrated hydrochloric acid (0.2 mL) was added thereto and treated in the same manner. The obtained residue was subjected to silica gel col... Reaction SMILES: N[C:2]1[CH:7]=[C:6]([F:8])[C:5]([CH:9]([CH3:14])[C:10]([O:12][CH3:13])=[O:11])=[C:4]([F:15])[CH:3]=1.[BrH:16].N([O-])=O.[Na+].S(=O)(=O)(O)O.Cl>CO>[Br:16][C:2]1[CH:7]=[C:6]([F:8])[C:5]([CH:9]([CH3:14])[C:10]([O:12][CH3:13])=[O:11])=[C:4]([F:15])[CH:3]=1 |f:2.3|. Starting materials: S(O)(O)(=O)=O (sulfuric acid), C1(=CC=CC=C1)[Mg]Br (phenylmagnesium bromide), C[Si](C1=CC(=CO1)C=O)(C)C (5-trimethylsilyl-3-furaldehyde). The reagents and catalysts are ice. Run in O1CCCC1 (tetrahydrofuran). Reaction conditions: time 30 minute. Product: OC(C1=CC=CC=C1)C=1C=C(OC1)[Si](C)(C)C (4-(1-Hydroxy-1-phenylmethyl)-2-trimethylsilylfuran). Reaction SMILES: [C:1]1([Mg]Br)[CH:6]=[CH:5][CH:4]=[CH:3][CH:2]=1.[CH3:9][Si:10]([CH3:19])([CH3:18])[C:11]1[O:15][CH:14]=[C:13]([CH:16]=[O:17])[CH:12]=1.S(=O)(=O)(O)O>O1CCCC1>[OH:17][CH:16]([C:13]1[CH:12]=[C:11]([Si:10]([CH3:19])([CH3:18])[CH3:9])[O:15][CH:14]=1)[C:1]1[CH:6]=[CH:5][CH:4]=[CH:3][CH:2]=1. Procedure details: To a stirred solution of phenylmagnesium bromide (0.41 ml, 1.27 mmol, 3.1M solution in ethyl ether) under argon at 0°, was added dropwise 5-trimethylsilyl-3-furaldehyde (0.194 g., 1.15 mmol) in 2 ml tetrahydrofuran. This solution was allowed to warm to room temperature, stirred for 30 minutes, and poured over crushed ice containing several drops of concentrated sulfuric acid. The resulting mixture was partitioned between ethyl ether and 5% sodium bicarbonate. The organic portion was washed with ...